describe an organic reaction: reactants, conditions, products, and yield From a dataset of the Open Reaction Database (ORD), a public repository of structured organic reaction records. Starting materials: [H-].[Na+] (Sodium hydride), Cl (hydrochloric acid), ClC=1C=C(CN2C(C3(C4=CC=CC=C24)NC(NC3=O)=O)=O)C=CC1Cl (1'-(3,4-Dichlorobenzyl)-spiro[imidazolidine-4,3'-indoline]-2,2',5-trione), BrC1OC(=O)C2=CC=CC=C12 (3-Bromophthalide). The solvent is CN(C=O)C (N,N-dimethylformamide), O (water). Reaction conditions: time 30 minute. Product: ClC=1C=C(CN2C(C3(C4=CC=CC=C24)N(C(NC3=O)=O)C3OC(=O)C2=CC=CC=C32)=O)C=CC1Cl (1'-(3,4-dichlorobenzyl)-3-phthalidyl-spiro[imidazolidine-4,3'-indoline]-2,2',5-trione). Isolated yield 16.4%. As a reaction SMILES: [Cl:1][C:2]1[CH:3]=[C:4]([CH:22]=[CH:23][C:24]=1[Cl:25])[CH2:5][N:6]1[C:14]2[C:9](=[CH:10][CH:11]=[CH:12][CH:13]=2)[C:8]2([C:18](=[O:19])[NH:17][C:16](=[O:20])[NH:15]2)[C:7]1=[O:21].[H-].[Na+].Br[CH:29]1[C:38]2[C:33](=[CH:34][CH:35]=[CH:36][CH:37]=2)[C:31](=[O:32])[O:30]1.Cl>CN(C)C=O.O>[Cl:1][C:2]1[CH:3]=[C:4]([CH:22]=[CH:23][C:24]=1[Cl:25])[CH2:5][N:6]1[C:14]2[C:9](=[CH:10][CH:11]=[CH:12][CH:13]=2)[C:8]2([C:18](=[O:19])[NH:17][C:16](=[O:20])[N:15]2[CH:29]2[C:38]3[C:33](=[CH:34][CH:35]=[CH:36][CH:37]=3)[C:31](=[O:32])[O:30]2)[C:7]1=[O:21] |f:1.2|. Reported procedure: 1'-(3,4-Dichlorobenzyl)-spiro[imidazolidine-4,3'-indoline]-2,2',5-trione (1.8 g.) was stirred in anhydrous N,N-dimethylformamide (50 ml.) under an atmosphere of nitrogen at 25° C. Sodium hydride (0.25 g; 50% w/v oil dispersion) was added, and the mixture stirred for 30 minutes. 3-Bromophthalide (1.15 g.) was then added. The mixture was stirred for 16 hours and then poured into water (150 ml.). The mixture was acidified (concentrated hydrochloric acid) and then extracted with ethyl acetate (150 m... Reactants: C(C1=CC=CC=C1)OC1=CC=C(OC2=CC=C(OC[C@H](C)N)C=C2)C=C1 ((S)-2-[4-(4-Benzyloxyphenoxy)phenoxy]-1-methylethylamine), C(C)(=O)OC(C)=O (acetic anhydride). Yields the product C(C1=CC=CC=C1)OC1=CC=C(OC2=CC=C(OC[C@H](C)NC(C)=O)C=C2)C=C1 (N—{(S)-2-[4-(4-Benzyloxyphenoxy)phenoxy]-1-methylethyl}acetamide). RXN SMILES: [CH2:1]([O:8][C:9]1[CH:26]=[CH:25][C:12]([O:13][C:14]2[CH:24]=[CH:23][C:17]([O:18][CH2:19][C@@H:20]([NH2:22])[CH3:21])=[CH:16][CH:15]=2)=[CH:11][CH:10]=1)[C:2]1[CH:7]=[CH:6][CH:5]=[CH:4][CH:3]=1.[C:27](OC(=O)C)(=[O:29])[CH3:28]>>[CH2:1]([O:8][C:9]1[CH:26]=[CH:25][C:12]([O:13][C:14]2[CH:24]=[CH:23][C:17]([O:18][CH2:19][C@@H:20]([NH:22][C:27](=[O:29])[CH3:28])[CH3:21])=[CH:16][CH:15]=2)=[CH:11][CH:10]=1)[C:2]1[CH:3]=[CH:4][CH:5]=[CH:6][CH:7]=1. Procedure: (S)-2-[4-(4-Benzyloxyphenoxy)phenoxy]-1-methylethylamine (195 mg, 0.56 mmol) was reacted with acetic anhydride in analogy to example 2a. Yield: 218 mg (100%), M+H+: 392.18. The reactants are Cc1csc2c1C(=O)CCC2, ClCCl, O=C1CCC(=O)N1Br, O. The product is Cc1c(Br)sc2c1C(=O)CCC2. Reaction SMILES: [CH3:1][c:2]1[cH:3][s:4][c:5]2[c:6]1[C:7](=[O:11])[CH2:8][CH2:9][CH2:10]2.[Cl:21][CH2:22][Cl:23].[O:12]=[C:13]1[N:14]([Br:19])[C:15](=[O:16])[CH2:17][CH2:18]1.[OH2:20]>>[CH3:1][c:2]1[c:3]([Br:19])[s:4][c:5]2[c:6]1[C:7](=[O:11])[CH2:8][CH2:9][CH2:10]2. The reactants are S1C(=NC=2C=NC=CC21)C(=O)OCC (ethyl thiazolo[4,5-c]pyridine-2-carboxylate), [BH4-].[Na+] (NaBH4). Run in C(C)O (ethanol). Run at time 1 hour. Yields the product S1C(=NC=2C=NC=CC21)CO (Thiazolo[4,5-c]pyridin-2-ylmethanol). Reaction SMILES: [S:1]1[C:9]2[CH:8]=[CH:7][N:6]=[CH:5][C:4]=2[N:3]=[C:2]1[C:10](OCC)=[O:11].[BH4-].[Na+]>C(O)C>[S:1]1[C:9]2[CH:8]=[CH:7][N:6]=[CH:5][C:4]=2[N:3]=[C:2]1[CH2:10][OH:11] |f:1.2|. Reported procedure: To a solution of ethyl thiazolo[4,5-c]pyridine-2-carboxylate (R-3) (5 g, 24 mmol) in ethanol (100 mL) was added NaBH4 (0.9 g, 24 mmol) in portions at 0° C. The suspension was stirred at room temperature for 1 h, and then concentrated. The resulting residue was dissolved in EtOAc, washed with water. The organic layer was separated, dried over Na2SO4, concentrated in vacuo and purified by chromatography on silica gel to give the title compound. MS (m/z): 167 (M+1)+. Reactants: Cl (hydrochloric acid), C1(CC1)CN1N=NC2=C1C=CC(=C2)OC (1-(cyclopropylmethyl)-5-methoxy-1H-benzotriazole), C([O-])(O)=O.[Na+] (sodium bicarbonate), B(Br)(Br)Br (boron tribromide). Solvent: ClCCl (dichloromethane). Conditions: temperature 0 celsius, time 3 hour. The product is C1(CC1)CN1N=NC2=C1C=CC(=C2)O (1-(cyclopropylmethyl)-1H-benzotriazol-5-ol). Reaction SMILES: [CH:1]1([CH2:4][N:5]2[C:9]3[CH:10]=[CH:11][C:12]([O:14]C)=[CH:13][C:8]=3[N:7]=[N:6]2)[CH2:3][CH2:2]1.B(Br)(Br)Br.C(=O)(O)[O-].[Na+].Cl>ClCCl>[CH:1]1([CH2:4][N:5]2[C:9]3[CH:10]=[CH:11][C:12]([OH:14])=[CH:13][C:8]=3[N:7]=[N:6]2)[CH2:2][CH2:3]1 |f:2.3|. Reported procedure: 1-(Cyclopropylmethyl)-5-methoxy-1H-benzotriazole (8-3, 11.0 g, 54.1 mmol) was dissolved in dichloromethane (200 mL) and cooled to 0° C. The mixture was treated with boron tribromide (108 mL, 1 M dichloromethane solution, 108 mmol, 2 equiv) and warmed to ambient temperature. After stirring for 3 hours, the mixture was treated with sodium bicarbonate over 1 hour (˜100 mL, aqueous saturated) and the mixture was stirred for an additional 14 hours. The mixture was neutralized to pH<5 with 12 N aqueou... Reactants: ClC=1N=C(C2=C(N1)C=C(S2)C=2C=NC(=CC2)F)N2CCOCC2 (2-chloro-6-(6-fluoropyridin-3-yl)-4-morpholinothieno[3,2-d]pyrimidine), secondary amine, C(C)(C)N(CC)C(C)C (diisopropylethylamine). The solvent is CN1CCCC1 (N-methylpyrrolidine). Run at temperature 135 celsius. Yields the product ClC=1N=C(C2=C(N1)C=C(S2)C=2C=NC(=CC2)N)N2CCOCC2 (2-chloro-6-(6-aminopyridin-3-yl)-4-morpholinothieno[3,2-d]pyrimidine). RXN SMILES: [Cl:1][C:2]1[N:3]=[C:4]([N:18]2[CH2:23][CH2:22][O:21][CH2:20][CH2:19]2)[C:5]2[S:10][C:9]([C:11]3[CH:12]=[N:13][C:14](F)=[CH:15][CH:16]=3)=[CH:8][C:6]=2[N:7]=1.C([N:27](C(C)C)CC)(C)C>CN1CCCC1>[Cl:1][C:2]1[N:3]=[C:4]([N:18]2[CH2:23][CH2:22][O:21][CH2:20][CH2:19]2)[C:5]2[S:10][C:9]([C:11]3[CH:12]=[N:13][C:14]([NH2:27])=[CH:15][CH:16]=3)=[CH:8][C:6]=2[N:7]=1. Procedure: A mixture of 2-chloro-6-(6-fluoropyridin-3-yl)-4-morpholinothieno[3,2-d]pyrimidine, about four equivalents of a primary or secondary amine (R═H, C1-C12 alkyl, C2-C8 alkenyl, C2-C8 alkynyl, C3-C12 carbocyclyl, C2-C20 heterocyclyl, C6-C20 aryl, or C1-C20 heteroaryl), and about two eq. diisopropylethylamine in N-methylpyrrolidine (˜0.1M) is heated to about 130-140° C. in a sealed microwave reactor for 10˜40 min, followed by removal of volatiles under high vacuum. The crude mixture is purified by fl... Reactants: COC1=CC(=C(C(=O)OC)C=C1)OCC(=O)OC (4-methoxy-2-(2-methoxy-2-oxoethoxy) benzoic acid, methyl ester), CC(C)([O-])C.[K+] (potassium tert-butoxide), ice water. The solvent is C1(=CC=CC=C1)C (toluene). The product is COC(=O)C=1OC2=C(C1O)C=CC(=C2)OC (3-hydroxy-6-methoxy-2-benzofurancarboxylic acid methyl ester). Yield: 54.0%. RXN SMILES: CC(C)([O-])C.[K+].[CH3:7][O:8][C:9]1[CH:18]=[CH:17][C:12]([C:13](OC)=[O:14])=[C:11]([O:19][CH2:20][C:21]([O:23][CH3:24])=[O:22])[CH:10]=1>C1(C)C=CC=CC=1>[CH3:24][O:23][C:21]([C:20]1[O:19][C:11]2[CH:10]=[C:9]([O:8][CH3:7])[CH:18]=[CH:17][C:12]=2[C:13]=1[OH:14])=[O:22] |f:0.1|. Procedure: A mixture of 10.4 g (0.093 mole) of potassium tert-butoxide in 175 ml of toluene (under a nitrogen atmosphere) is stirred and cooled in a cold water bath. A solution of 18.1 g (0.071 mole) of 4-methoxy-2-(2-methoxy-2-oxoethoxy) benzoic acid, methyl ester is added over 80 minutes. The mixture is stirred and heated on the steam bath for three hours, then cooled and added to 600 g of ice/water. The organic layer is separated, washed with water (2×100 ml), and the aqueous washes are combined with th... Reactants: CC(=O)OC(C)=O, CS(=O)(=O)Nc1ccc(-c2csc(N)n2)cc1Oc1ccc(F)cc1F. The product is CC(=O)Nc1nc(-c2ccc(NS(C)(=O)=O)c(Oc3ccc(F)cc3F)c2)cs1. RXN SMILES: [CH3:27][C:28](=[O:29])[O:30][C:31](=[O:32])[CH3:33].[NH2:1][c:2]1[s:3][cH:4][c:5](-[c:7]2[cH:8][c:9]([O:18][c:19]3[c:20]([F:26])[cH:21][c:22]([F:25])[cH:23][cH:24]3)[c:10]([NH:11][S:12](=[O:13])(=[O:14])[CH3:15])[cH:16][cH:17]2)[n:6]1>>[NH:1]([c:2]1[s:3][cH:4][c:5](-[c:7]2[cH:8][c:9]([O:18][c:19]3[c:20]([F:26])[cH:21][c:22]([F:25])[cH:23][cH:24]3)[c:10]([NH:11][S:12](=[O:13])(=[O:14])[CH3:15])[cH:16][cH:17]2)[n:6]1)[C:28]([CH3:27])=[O:29]. The reactants are ClCC=1N=C(OC1C)C1=CC=C(C(=O)OC)C=C1 (Methyl 4-[4-(Chloromethyl)-5-methyl-1,3-oxazol-2-yl]benzoate), [OH-].[Na+] (NaOH). The product is OCC=1N=C(OC1C)C1=CC=C(C(=O)O)C=C1 (4-[4-(Hydroxymethyl)-5-methyl-1,3-oxazol-2-yl]benzoic Acid). The yield is 71.4%. RXN SMILES: Cl[CH2:2][C:3]1[N:4]=[C:5]([C:9]2[CH:18]=[CH:17][C:12]([C:13]([O:15]C)=[O:14])=[CH:11][CH:10]=2)[O:6][C:7]=1[CH3:8].[OH-:19].[Na+]>>[OH:19][CH2:2][C:3]1[N:4]=[C:5]([C:9]2[CH:18]=[CH:17][C:12]([C:13]([OH:15])=[O:14])=[CH:11][CH:10]=2)[O:6][C:7]=1[CH3:8] |f:1.2|. Reported procedure: Reaction of chloride 2 (500 mg, 1.88 mmol) and aqueous NaOH (2 M, 10 mL, 20 mmol) gave acid 55 (313 mg, 72%) as a cream solid: mp (EtOAc/MeOH) 240-242° C.; 1H NMR δ □ 13.18 (br s, 1H, CO2H), 8.00-8.06 (m, 4H, H-2, H-3, H-5, H-6), 5.11 (br s, 1H, OH), 2.41 (s, 3H, CH3); MS m/z 234.5 (MH+, 100%); HRMS calcd for C12H12NO4: 234.0761. Found: 234.0760.